Dataset: the Open Reaction Database (ORD), a public repository of structured organic reaction records. Task: describe an organic reaction: reactants, conditions, products, and yield The reactants are II (iodine), C(=O)N[C@@H](C(=O)O)CC=1SC=CC1 ((2R)-2-(formylamino)-3-(2-thienyl)propionic acid), [BH4-].[Na+] (sodium borohydride), CO (Methanol). Run in O1CCCC1 (tetrahydrofuran), O1CCCC1 (tetrahydrofuran), O1CCCC1 (tetrahydrofuran). Conditions: temperature 9.5 celsius. The product is CN[C@@H](CO)CC=1SC=CC1 ((2R)-2-methylamino-3-(2-thienyl)propan-1-ol). The yield is 105.8%. As a reaction SMILES: [CH:1]([NH:3][C@H:4]([CH2:8][C:9]1[S:10][CH:11]=[CH:12][CH:13]=1)[C:5](O)=[O:6])=O.[BH4-].[Na+].II.CO>O1CCCC1>[CH3:1][NH:3][C@H:4]([CH2:8][C:9]1[S:10][CH:11]=[CH:12][CH:13]=1)[CH2:5][OH:6] |f:1.2|. Procedure: A solution of (2R)-2-(formylamino)-3-(2-thienyl)propionic acid (3.58 g, 18.0 mmol) in tetrahydrofuran (50 ml) was added dropwise to a suspension of sodium borohydride in tetrahydrofuran (50 ml), which was cooled to 7-12° C. (inside temperature). After the addition was finished, a solution of iodine (4.57 g, 18.0 mmol) in tetrahydrofuran (100 ml) was added dropwise. The reaction mixture was heated to reflux for 16 h. It was cooled to 0° C. Methanol (200 ml) was added dropwise. The solvent was rem... The reactants are ClCCCl, CN(C)C=O, O=C(O)Cn1nc(-c2ccc(Cl)cc2)n(C2CC2)c1=O, Cl, On1nnc2ccccc21, CC(C)(N)c1ccccc1. The product is CC(C)(NC(=O)Cn1nc(-c2ccc(Cl)cc2)n(C2CC2)c1=O)c1ccccc1. As a reaction SMILES: [CH2:41]([Cl:42])[CH2:43][Cl:44].[CH3:46][N:47]([CH3:48])[CH:49]=[O:50].[Cl:1][c:2]1[cH:3][cH:4][c:5](-[c:8]2[n:9][n:10]([CH2:17][C:18](=[O:19])[OH:20])[c:11](=[O:16])[n:12]2[CH:13]2[CH2:14][CH2:15]2)[cH:6][cH:7]1.[ClH:45].[OH:31][n:32]1[c:33]2[c:34]([cH:35][cH:36][cH:37][cH:38]2)[n:39][n:40]1.[c:21]1([C:27]([CH3:28])([CH3:29])[NH2:30])[cH:22][cH:23][cH:24][cH:25][cH:26]1>>[Cl:1][c:2]1[cH:3][cH:4][c:5](-[c:8]2[n:9][n:10]([CH2:17][C:18](=[O:19])[NH:30][C:27]([c:21]3[cH:22][cH:23][cH:24][cH:25][cH:26]3)([CH3:28])[CH3:29])[c:11](=[O:16])[n:12]2[CH:13]2[CH2:14][CH2:15]2)[cH:6][cH:7]1. RXN SMILES: [Cl:1][c:2]1[n:3][cH:4][c:5](-[c:13]2[s:14][cH:15][cH:16][cH:17]2)[c:6]([NH:8][CH:9]([CH2:10][OH:11])[CH3:12])[n:7]1.[NH2:18][c:19]1[cH:20][cH:21][c:22]([S:25](=[O:26])(=[N:27][C:28]([NH:29][c:30]2[cH:31][n:32][cH:33][cH:34][cH:35]2)=[O:36])[CH3:37])[cH:23][cH:24]1>>[c:2]1([NH:18][c:19]2[cH:20][cH:21][c:22]([S:25](=[O:26])(=[N:27][C:28]([NH:29][c:30]3[cH:31][n:32][cH:33][cH:34][cH:35]3)=[O:36])[CH3:37])[cH:23][cH:24]2)[n:3][cH:4][c:5](-[c:13]2[s:14][cH:15][cH:16][cH:17]2)[c:6]([NH:8][CH:9]([CH2:10][OH:11])[CH3:12])[n:7]1. Yields the product CC(CO)Nc1nc(Nc2ccc(S(C)(=O)=NC(=O)Nc3cccnc3)cc2)ncc1-c1cccs1. The reactants are CC(CO)Nc1nc(Cl)ncc1-c1cccs1, CS(=O)(=NC(=O)Nc1cccnc1)c1ccc(N)cc1. The reactants are [Si](C)(C)(C(C)(C)C)OC[C@H]1N(CC=C1C(CCl)=O)C(=O)OCC=C (allyl (2S)-2-({[tert-butyl(dimethyl)silyl]oxy}methyl)-3-(chloroacetyl)-2,5-dihydro-1H-pyrrole-1-carboxylate), C(N)([S-])=S.[NH4+] (ammonium dithiocarbamate). Reagents/catalysts: C(C1=CC=NC=C1)(=S)N (thioisonicotinamide). The solvent is CO (methanol). Conditions: time 40 minute. Yields the product [Si](C)(C)(C(C)(C)C)OC[C@H]1N(CC=C1C=1N=C(SC1)S)C(=O)OCC=C (allyl (2S)-2-({[tert-butyl(dimethyl)silyl]oxy}methyl)-3-(2-mercapto-1,3-thiazol-4-yl)-2,5-dihydro-1H-pyrrole-1-carboxylate). Yield: 38.8%. As a reaction SMILES: [Si:1]([O:8][CH2:9][C@@H:10]1[C:14]([C:15](=O)[CH2:16]Cl)=[CH:13][CH2:12][N:11]1[C:19]([O:21][CH2:22][CH:23]=[CH2:24])=[O:20])([C:4]([CH3:7])([CH3:6])[CH3:5])([CH3:3])[CH3:2].[C:25](=[S:28])([S-:27])[NH2:26].[NH4+]>CO.C(N)(=S)C1C=CN=CC=1>[Si:1]([O:8][CH2:9][C@@H:10]1[C:14]([C:15]2[N:26]=[C:25]([SH:28])[S:27][CH:16]=2)=[CH:13][CH2:12][N:11]1[C:19]([O:21][CH2:22][CH:23]=[CH2:24])=[O:20])([C:4]([CH3:7])([CH3:6])[CH3:5])([CH3:3])[CH3:2] |f:1.2|. Procedure details: To a solution of allyl (2S)-2-({[tert-butyl(dimethyl)silyl]oxy}methyl)-3-(chloroacetyl)-2,5-dihydro-1H-pyrrole-1-carboxylate (163 mg, 0.44 mmol) in methanol (2 ml) were added at 0–5° C. thioisonicotinamide (2 mg) and ammonium dithiocarbamate (72 mg, 0.65 mmol). The reaction mixture was raised to room temperature and stirred for 40 minutes. The mixture was stirred at 65–70° C. for 30 minutes and then at 75–85° C. for 1 hour. The solvent was removed in vacuo. To the solution was added ethyl acetat... Reactants: [CH-]1C=CC=C1.[CH-]1C=CC=C1.[Fe+2].C(C)(=O)O (acetic acid ferrocene), OCC[C-]1C=CC=C1.[CH-]1C=CC=C1.[Fe+2] (hydroxyethylferrocene), [CH-]1C=CC=C1.[CH-]1C=CC=C1.[Fe+2] (ferrocene). Yields the product C[C-]1C=CC=C1.[C-]1(C=CC=C1)C.[Fe+2] (1,1'-dimethylferrocene). RXN SMILES: [CH-]1C=CC=C1.[CH-]1C=CC=C1.[Fe+2:11].C(O)(=O)C.OC[CH2:18][C-:19]1[CH:23]=[CH:22][CH:21]=[CH:20]1.[CH-]1C=CC=C1.[Fe+2].[CH-]1C=CC=C1.[CH-]1C=CC=C1.[Fe+2]>>[CH3:18][C-:19]1[CH:23]=[CH:22][CH:21]=[CH:20]1.[C-:19]1([CH3:18])[CH:23]=[CH:22][CH:21]=[CH:20]1.[Fe+2:11] |f:0.1.2.3,4.5.6,7.8.9,10.11.12|. Procedure: acetic acid ferrocene; hydroxyethylferrocene; ferrocene;